Dataset: the Open Reaction Database (ORD), a public repository of structured organic reaction records. Task: describe an organic reaction: reactants, conditions, products, and yield The reactants are FC1=C(C=CC(=C1)OC)N1N=C(C(=C1C(C(CC=O)C)=O)C#N)C (1-(2-fluoro-4-methoxyphenyl)-3-methyl-5-(2-methyl-4-oxobutanoyl)-1H-pyrazole-4-carbonitrile), CN (methylamine). Solvent: C(Cl)Cl (CH2Cl2). Run at time 14 hour. Product: CN1C(=C(C=C1)C)C1=C(C(=NN1C1=C(C=C(C=C1)OC)F)C)C#N (5-(1,3-dimethyl-1H-pyrrol-2-yl)-1-(2-fluoro-4-methoxyphenyl)-3-methyl-1H-pyrazole-4-carbonitrile). The yield is 68.5%. Reaction SMILES: [F:1][C:2]1[CH:7]=[C:6]([O:8][CH3:9])[CH:5]=[CH:4][C:3]=1[N:10]1[C:14]([C:15](=O)[CH:16]([CH3:20])[CH2:17][CH:18]=O)=[C:13]([C:22]#[N:23])[C:12]([CH3:24])=[N:11]1.[CH3:25][NH2:26]>C(Cl)Cl>[CH3:25][N:26]1[CH:18]=[CH:17][C:16]([CH3:20])=[C:15]1[C:14]1[N:10]([C:3]2[CH:4]=[CH:5][C:6]([O:8][CH3:9])=[CH:7][C:2]=2[F:1])[N:11]=[C:12]([CH3:24])[C:13]=1[C:22]#[N:23]. Procedure details: To a stirred solution of 1-(2-fluoro-4-methoxyphenyl)-3-methyl-5-(2-methyl-4-oxobutanoyl)-1H-pyrazole-4-carbonitrile (29 mg, 0.09 mmol) in CH2Cl2 (2 mL) was added methylamine (2.0 M solution in methanol, 0.61 mL, 1.2 mmol) at ambient temperature in a closed microwave tube. The reaction mixture was stirred at ambient temperature for 14 h and concentrated under reduced pressure. Purification using a silica plug (heptane/CH2Cl2/Et2O-1:0:0-1:1:0-0:1:0-0:1:1) yielded 5-(1,3-dimethyl-1H-pyrrol-2-yl)-1... Yield: 64.4%. Conditions: temperature 4 celsius. Product: O(C1=CC=CC=C1)C1=CC=C2C=CC(=NC2=N1)NC(=O)C1=COC=C1 (N-(7-Phenoxy-1,8-naphthyridin-2-yl)-3-furancarboxamide). Starting materials: O1C=C(C=C1)C(=O)O (3-furancarboxylic acid), C(C)#N (acetonitrile), N,N'-carbonyldiimidazole, NC1=NC2=NC(=CC=C2C=C1)OC1=CC=CC=C1 (2-amino-7-phenoxy-1,8-naphthyridine). RXN SMILES: [O:1]1[CH:5]=[CH:4][C:3]([C:6]([OH:8])=O)=[CH:2]1.[NH2:9][C:10]1[CH:19]=[CH:18][C:17]2[C:12](=[N:13][C:14]([O:20][C:21]3[CH:26]=[CH:25][CH:24]=[CH:23][CH:22]=3)=[CH:15][CH:16]=2)[N:11]=1.C(#N)C>O>[O:20]([C:14]1[N:13]=[C:12]2[C:17]([CH:18]=[CH:19][C:10]([NH:9][C:6]([C:3]3[CH:4]=[CH:5][O:1][CH:2]=3)=[O:8])=[N:11]2)=[CH:16][CH:15]=1)[C:21]1[CH:22]=[CH:23][CH:24]=[CH:25][CH:26]=1. Reported procedure: The procedure is similar to that described in Example 1, but starting with 3-furancarboxylic acid (7.5 g), N,N'-carbonyldiimidazole (10.9 g) and 2-amino-7-phenoxy-1,8-naphthyridine (11.9 g). The product produced by precipitation in water (13 g; m.p. approximately 90° C.) is dissolved in boiling acetonitrile (80 cc). After 2 hours' cooling at 4° C., the crystallised solid is separated by filtration, washed with acetonitrile (2×10 cc) and dried at 40° C. under reduced pressure (0.067 kPa). N-(7-Ph... The solvent is O (water). The reactants are [OH-].[Na+] (sodium hydroxide), Cl.Cl.C(CC)N(CCCSC(N)=N)CCC (S-[3-(dipropylamino)propyl]isothiourea dihydrochloride). Run in O (water). Reaction conditions: temperature 95 celsius, time 2 hour. Yields the product Cl.C(CC)N(CCCS)CCC (3-(dipropylamino)propanethiol hydrochloride). Isolated yield 62.7%. Reaction SMILES: [OH-].[Na+].[ClH:3].Cl.[CH2:5]([N:8]([CH2:16][CH2:17][CH3:18])[CH2:9][CH2:10][CH2:11][S:12]C(=N)N)[CH2:6][CH3:7]>O>[ClH:3].[CH2:16]([N:8]([CH2:5][CH2:6][CH3:7])[CH2:9][CH2:10][CH2:11][SH:12])[CH2:17][CH3:18] |f:0.1,2.3.4,6.7|. Procedure details: 25M Aqueous sodium hydroxide solution (11 ml) was added dropwise at 0° C. under nitrogen to a stirred solution of S-[3-(dipropylamino)propyl]isothiourea dihydrochloride (40 g) in water (100 ml), then the mixture was stirred at 95° C. for 2 hours and allowed to cool to ambient temperature. The product was extracted into ether (4×70 ml), the extracts were dried over magnesium sulphate, and the solvent was removed in vacuo. The residue was dissolved in ether, and the solution was saturated with hyd... Isolated yield 89.0%. Product: CC=1C=C(C(=NC1C)OC)NC(=O)N1CCN(CC1)C1=CC=C(C=C1)OC(C)=O (1-[(5,6-dimethyl-2-methoxypyridin-3-yl)aminocarbonyl ]-4-(4-acetoxyphenyl) piperazine). As a reaction SMILES: C1(O[C:8](=[O:20])[NH:9][C:10]2[C:11]([O:18][CH3:19])=[N:12][C:13]([CH3:17])=[C:14]([CH3:16])[CH:15]=2)C=CC=CC=1.[C:21]([O:24][C:25]1[CH:30]=[CH:29][C:28]([N:31]2[CH2:36][CH2:35][NH:34][CH2:33][CH2:32]2)=[CH:27][CH:26]=1)(=[O:23])[CH3:22]>>[CH3:16][C:14]1[CH:15]=[C:10]([NH:9][C:8]([N:34]2[CH2:33][CH2:32][N:31]([C:28]3[CH:27]=[CH:26][C:25]([O:24][C:21](=[O:23])[CH3:22])=[CH:30][CH:29]=3)[CH2:36][CH2:35]2)=[O:20])[C:11]([O:18][CH3:19])=[N:12][C:13]=1[CH3:17]. Reactants: C1(=CC=CC=C1)OC(NC=1C(=NC(=C(C1)C)C)OC)=O (Phenyl-N-(5,6-dimethyl 2methoxypyridin 3-yl)carbamate), C(C)(=O)OC1=CC=C(C=C1)N1CCNCC1 (1-(4-acetoxyphenyl)piperazine). Procedure details: Phenyl-N-(5,6-dimethyl 2methoxypyridin 3-yl)carbamate and 1-(4-acetoxyphenyl)piperazine were reacted by the same way with the example 1 to obtain the titled compound. Reactants: C1(=CC=CC=C1)C(N1N=C(N=C1)CCCOC1=NC=CC(=C1)CN)(C1=CC=CC=C1)C1=CC=CC=C1 (1-[2-({3-[1-(triphenylmethyl)-1H-1,2,4-triazol-3-yl]propyl}oxy)pyridin-4-yl]methaneamine), C1(=CC=CC=C1)C(N1N=C(N=C1)OCCOC=1C=C(C=CC1)CN)(C1=CC=CC=C1)C1=CC=CC=C1 (1-{3-[(2-{[1-(triphenylmethyl)-1H-1,2,4-triazol-3-yl]oxy}ethyl)oxy]phenyl}methanamine), O=C1NC(=NC2=CC=CC=C12)C(=O)OCC (ethyl 4-oxo-3,4-dihydro-2-quinazolinecarboxylate), O1C(=CC=C1)C1=CSC=2N=C(NC(C21)=O)C(=O)OCC (ethyl 5-furan-2-yl-4-oxo-3,4-dihydrothieno[2,3-d]pyrimidine-2-carboxylate). Yields the product O1C(=CC=C1)C1=CSC=2N=C(NC(C21)=O)C(=O)NCC2=CC(=CC=C2)OCCOC2=NNC=N2 (5-furan-2-yl-4-oxo-N-[(3-{[2-(1H-1,2,4-triazol-3-yloxy)ethyl]oxy}phenyl)methyl]-3,4-dihydrothieno[2,3-d]pyrimidine-2-carboxamide), powder. The yield is 7.0%. As a reaction SMILES: O=C1C2C(=CC=CC=2)N=C(C(OCC)=O)N1.[O:17]1[CH:21]=[CH:20][CH:19]=[C:18]1[C:22]1[C:30]2[C:29](=[O:31])[NH:28][C:27]([C:32]([O:34]CC)=O)=[N:26][C:25]=2[S:24][CH:23]=1.C1(C(C2C=CC=CC=2)(C2C=CC=CC=2)N2C=NC(CCCOC3C=C(CN)C=CN=3)=N2)C=CC=CC=1.C1(C(C2C=CC=CC=2)(C2C=CC=CC=2)[N:80]2[CH:84]=[N:83][C:82]([O:85][CH2:86][CH2:87][O:88][C:89]3[CH:90]=[C:91]([CH2:95][NH2:96])[CH:92]=[CH:93][CH:94]=3)=[N:81]2)C=CC=CC=1>>[O:17]1[CH:21]=[CH:20][CH:19]=[C:18]1[C:22]1[C:30]2[C:29](=[O:31])[NH:28][C:27]([C:32]([NH:96][CH2:95][C:91]3[CH:92]=[CH:93][CH:94]=[C:89]([O:88][CH2:87][CH2:86][O:85][C:82]4[N:83]=[CH:84][NH:80][N:81]=4)[CH:90]=3)=[O:34])=[N:26][C:25]=2[S:24][CH:23]=1. Reported procedure: By a method similar to that in Example 22, and using, instead of ethyl 4-oxo-3,4-dihydro-2-quinazolinecarboxylate, ethyl 5-furan-2-yl-4-oxo-3,4-dihydrothieno[2,3-d]pyrimidine-2-carboxylate obtained in Reference Example 40 and using, instead of 1-[2-({3-[1-(triphenylmethyl)-1H-1,2,4-triazol-3-yl]propyl}oxy)pyridin-4-yl]methaneamine, 1-{3-[(2-{[1-(triphenylmethyl)-1H-1,2,4-triazol-3-yl]oxy}ethyl)oxy]phenyl}methanamine obtained in Reference Example 32, the title compound was obtained as a white pow... Starting materials: Brc1cccnc1, CC(C)(C)[O-], CC(C)(C)OC(=O)N1CC2CCNC2C1, [Na+], O=C(C=Cc1ccccc1)C=Cc1ccccc1, O=C(C=Cc1ccccc1)C=Cc1ccccc1, O=C(C=Cc1ccccc1)C=Cc1ccccc1, [Pd], [Pd]. The product is CC(C)(C)OC(=O)N1CC2CCN(c3cccnc3)C2C1. Reaction SMILES: [Br:16][c:17]1[cH:18][n:19][cH:20][cH:21][cH:22]1.[CH3:23][C:24]([CH3:25])([O-:26])[CH3:27].[NH:1]1[CH:2]2[CH:3]([CH2:4][CH2:5]1)[CH2:6][N:7]([C:9](=[O:10])[O:11][C:12]([CH3:13])([CH3:14])[CH3:15])[CH2:8]2.[Na+:28].[O:31]=[C:32]([CH:33]=[CH:34][c:35]1[cH:36][cH:37][cH:38][cH:39][cH:40]1)[CH:41]=[CH:42][c:43]1[cH:44][cH:45][cH:46][cH:47][cH:48]1.[O:49]=[C:50]([CH:51]=[CH:52][c:53]1[cH:54][cH:55][cH:56][cH:57][cH:58]1)[CH:59]=[CH:60][c:61]1[cH:62][cH:63][cH:64][cH:65][cH:66]1.[O:67]=[C:68]([CH:69]=[CH:70][c:71]1[cH:72][cH:73][cH:74][cH:75][cH:76]1)[CH:77]=[CH:78][c:79]1[cH:80][cH:81][cH:82][cH:83][cH:84]1.[Pd:29].[Pd:30]>>[N:1]1([c:17]2[cH:18][n:19][cH:20][cH:21][cH:22]2)[CH:2]2[CH:3]([CH2:4][CH2:5]1)[CH2:6][N:7]([C:9](=[O:10])[O:11][C:12]([CH3:13])([CH3:14])[CH3:15])[CH2:8]2.